Dataset: the Open Reaction Database (ORD), a public repository of structured organic reaction records. Task: describe an organic reaction: reactants, conditions, products, and yield Yields the product COc1nc(-c2ccc(Cl)cc2)c(-c2ccccc2)cc1C(=O)NN1CCCCC1. As a reaction SMILES: [CH2:32]1[CH2:33][CH2:34][NH:35][CH2:36][CH2:37]1.[CH2:38]([Cl:39])[Cl:40].[CH3:1][O:2][c:3]1[n:4][c:5](-[c:18]2[cH:19][cH:20][c:21]([Cl:24])[cH:22][cH:23]2)[c:6](-[c:12]2[cH:13][cH:14][cH:15][cH:16][cH:17]2)[cH:7][c:8]1[C:9](=[O:10])[Cl:11].[NH2:25][N:26]1[CH2:27][CH2:28][CH2:29][CH2:30][CH2:31]1>>[CH3:1][O:2][c:3]1[n:4][c:5](-[c:18]2[cH:19][cH:20][c:21]([Cl:24])[cH:22][cH:23]2)[c:6](-[c:12]2[cH:13][cH:14][cH:15][cH:16][cH:17]2)[cH:7][c:8]1[C:9](=[O:10])[NH:25][N:26]1[CH2:27][CH2:28][CH2:29][CH2:30][CH2:31]1. Starting materials: C1CCNCC1, ClCCl, COc1nc(-c2ccc(Cl)cc2)c(-c2ccccc2)cc1C(=O)Cl, NN1CCCCC1. The reactants are [BH4-].[Na+] (NaBH4), CC=1C(=C(C(=NC1OC1=CC(=CC(=C1)Cl)Cl)C(=O)O)Cl)Cl (Methyl 3,4-dichloro-6-(3,5-dichlorophenoxy)pyridine-2-carboxylic acid), [N-]=[N+]=[N-].[Na+] (NaN3), water ice, C(C)(=O)OCC (Ethyl acetate). Solvent: O (water), CN(C)C=O (DMF), O (water). Conditions: temperature 70 celsius, time 8 hour. Yields the product NC1=C(C(=NC(=C1)OC1=CC(=CC(=C1)Cl)Cl)C(=O)OC)Cl (Methyl 4-Amino-3-chloro-6-(3,5-dichlorophenoxy)pyridine-2-carboxylate). RXN SMILES: C[C:2]1[C:3](Cl)=[C:4]([Cl:20])C(C(O)=O)=[N:6][C:7]=1[O:8][C:9]1[CH:14]=[C:13]([Cl:15])[CH:12]=[C:11]([Cl:16])[CH:10]=1.[N-:22]=[N+]=[N-].[Na+].[BH4-].[Na+].[C:28]([O:31][CH2:32]C)(=[O:30])[CH3:29]>CN(C=O)C.O>[NH2:22][C:3]1[CH:2]=[C:7]([O:8][C:9]2[CH:14]=[C:13]([Cl:15])[CH:12]=[C:11]([Cl:16])[CH:10]=2)[N:6]=[C:29]([C:28]([O:31][CH3:32])=[O:30])[C:4]=1[Cl:20] |f:1.2,3.4|. Procedure details: Methyl 3,4-dichloro-6-(3,5-dichlorophenoxy)pyridine-2-carboxylic acid (1.93 g, 5.26 mmol) was dissolved in a minimum amount of DMF and to it was carefully added NaN3 (0.444 g, 6.84 mmol) and water to form a homogeneous mixture which was heated to 70° C. and stirred overnight. The reaction mixture was poured into a water-ice mixture and the product was extracted with ethyl acetate (3×100 mL). The combined extracts were washed with pet ether/water (200 mL), dried (MgSO4) and concentrated to drynes... Reactants: BrCC(=O)C=1C=C(SC1C)C(=S)OC (Methyl 4-(2-bromoacetyl)-5-methylthiothiophene-2-carboxylate), NC(=S)N (thiourea). The product is Br.NC=1SC=C(N1)C=1C=C(SC1C)C(=S)OC (methyl 4-(2-amino-(1,3-thiazol-4-yl))-5-methylthiothiophene-2-carboxylate hydrobromide). Isolated yield 97.5%. As a reaction SMILES: [Br:1][CH2:2][C:3]([C:5]1[CH:6]=[C:7]([C:11]([O:13][CH3:14])=[S:12])[S:8][C:9]=1[CH3:10])=O.[NH2:15][C:16]([NH2:18])=[S:17]>>[BrH:1].[NH2:18][C:16]1[S:17][CH:2]=[C:3]([C:5]2[CH:6]=[C:7]([C:11]([O:13][CH3:14])=[S:12])[S:8][C:9]=2[CH3:10])[N:15]=1 |f:2.3|. Reported procedure: Methyl 4-(2-bromoacetyl)-5-methylthiothiophene-2-carboxylate (50 mg, 0.16 mmol) was allowed to react with thiourea (12 mg) as described in Example 154, step (a), to give 54 mg (70% yield) of methyl 4-(2-amino-(1,3-thiazol-4-yl))-5-methylthiothiophene-2-carboxylate hydrobromide. 1H NMR (DMSO-d6, 300 MHz) δ2.69 (s, 3H), 3.83 (s, 3H), 7.00 (s, 1H), 8.05 (s, 1H); Mass Spectrum (ESI) m/z calcd. for C10H10O2S3N2, 286.41 (M+H), found 287.1; Starting materials: C(CCC)C1=NN=C(N1CC1=CC=C(C=C1)C1=C(C=CC=C1)C1=NN=NN1)S(=O)(=O)C (3-n-Butyl-5-methylsulfonyl-4-[[2'-(1H-tetrazol-5-yl)biphenyl-4-yl]methyl]-4H-1,2,4-triazole), C(C1=CC=CC=C1)OCC1=CC=CC=C1.[Na] (sodium benzyloxide), [Na] (sodium), MeOH-concd, [NH4+].[OH-] (NH4OH). Solvent: C(C1=CC=CC=C1)O (benzyl alcohol), C(C1=CC=CC=C1)O (benzyl alcohol). The product is C(C1=CC=CC=C1)OC1=NN=C(N1CC1=CC=C(C=C1)C1=C(C=CC=C1)C1=NN=NN1)CCCC (3-Benzyloxy-5-n-butyl-4-[[2'-(1H-tetrazol-5-yl)biphenyl-4-yl]methyl]-4H-1,2,4triazole). Isolated yield 12.0%. RXN SMILES: [CH2:1]([C:5]1[N:9]([CH2:10][C:11]2[CH:16]=[CH:15][C:14]([C:17]3[CH:22]=[CH:21][CH:20]=[CH:19][C:18]=3[C:23]3[NH:27][N:26]=[N:25][N:24]=3)=[CH:13][CH:12]=2)[C:8](S(C)(=O)=O)=[N:7][N:6]=1)[CH2:2][CH2:3][CH3:4].[CH2:32]([O:39]CC1C=CC=CC=1)[C:33]1[CH:38]=[CH:37][CH:36]=[CH:35][CH:34]=1.[Na].[Na].[NH4+].[OH-]>C(O)C1C=CC=CC=1>[CH2:32]([O:39][C:8]1[N:9]([CH2:10][C:11]2[CH:16]=[CH:15][C:14]([C:17]3[CH:22]=[CH:21][CH:20]=[CH:19][C:18]=3[C:23]3[NH:27][N:26]=[N:25][N:24]=3)=[CH:13][CH:12]=2)[C:5]([CH2:1][CH2:2][CH2:3][CH3:4])=[N:6][N:7]=1)[C:33]1[CH:38]=[CH:37][CH:36]=[CH:35][CH:34]=1 |f:1.2,4.5,^1:46,47|. Procedure: A solution of 35 mg (0.08 mmole) of 3-n-butyl-5-methylsulfonyl-4-[[2'-(1H-tetrazol-5-yl)biphenyl-4-yl]methyl]-4M-1,2,4-triazole (from Example 24) in 300 μl (0.21 mmole) of 0.71 M sodium benzyloxide in benzyl alcohol (freshly prepared from sodium and benzyl alcohol) was stirred at 60° C. for 20 hours, by which time TLC (90:10:1CH2Cl2 --MeOH-concd. NH4OH, developed 3×) indicated complete reaction. The mixture was partitioned between 20 ml of ethyl acetate and 15 ml of 0.2 N HCl. The organic phase ... The reactants are C(C1CCCO1)=O (tetrahydrofurfural), O1CCCC1 (tetrahydrofurane), C(C1=CC=CO1)=O (furfural). Solvent: CCCCCCCCCCCCCCCC (hexadecane). Product: 10, C1=COC(=C1)C(C(=O)C2=CC=CO2)O (furoin). RXN SMILES: O1CCCC1.[CH:6](=[O:12])[C:7]1[O:11][CH:10]=[CH:9][CH:8]=1.[CH:13](=[O:19])[CH:14]1[O:18][CH2:17][CH2:16][CH2:15]1>CCCCCCCCCCCCCCCC>[CH:9]1[CH:8]=[C:7]([CH:6]([OH:12])[C:13]([C:14]2[O:18][CH:17]=[CH:16][CH:15]=2)=[O:19])[O:11][CH:10]=1. Reported procedure: This has as a consequence that if we use stoichiometric ratios, which means 2 moles of furfural and 1 mol of acetone (since the acetone can react at both ends), between 16 and 37% of components with only 5 carbon atoms would be obtained that have a very limited interest as components for gasoline (App. Catal. B Environ. 2006, 66, 111-118). A second product with 8 carbon atoms which is usually one third of the mix appears in other conditions. This condensation product is hydrogenated to n-octane ... The reactants are C(C)OC(C1=C(C=CC=C1)N(CCOCC)C(CC#N)=O)=O (2-[(2-Cyano-acetyl)-(2-ethoxy-ethyl)-amino]-benzoic acid ethyl ester), C([O-])([O-])=O.[K+].[K+] (potassium carbonate). Run in Cl (HCl), CN(C=O)C (dimethylformamide). Reaction conditions: temperature 80 celsius. Yields the product C(C)OCCN1C(C(=C(C2=CC=CC=C12)O)C#N)=O (1-(2-Ethoxy-ethyl)-4-hydroxy-2-oxo-1,2-dihydro-quinoline-3-carbonitrile). As a reaction SMILES: C(O[C:4](=[O:22])[C:5]1[CH:10]=[CH:9][CH:8]=[CH:7][C:6]=1[N:11]([C:17](=[O:21])[CH2:18][C:19]#[N:20])[CH2:12][CH2:13][O:14][CH2:15][CH3:16])C.C(=O)([O-])[O-].[K+].[K+]>CN(C)C=O.Cl>[CH2:15]([O:14][CH2:13][CH2:12][N:11]1[C:6]2[C:5](=[CH:10][CH:9]=[CH:8][CH:7]=2)[C:4]([OH:22])=[C:18]([C:19]#[N:20])[C:17]1=[O:21])[CH3:16] |f:1.2.3|. Reported procedure: To a stirred solution of 2-[(2-Cyano-acetyl)-(2-ethoxy-ethyl)-amino]-benzoic acid ethyl ester (1 eq, 0.200 g, 0.66 mmole) in dimethylformamide (25 mL) was added potassium carbonate (1.5 eq, 0.136 g , 0.99 mmole) the resulting mixture was heated to 80° C. for 4 hours. Reaction mixture was diluted with 1N HCl aq (25 mL) and extracted with ethyl acetate (25 mL×3). Combined organic phase was washed consecutively with water, brine before, drying over sodium sulfate. Organic phase was evaporated and t... The reactants are FC(C1=NC2=CC(=CC=C2C(=N1)SC)C#N)(C1=NC=C(C=C1)F)F (2-(difluoro(5-fluoropyridin-2-yl)methyl)-4-(methylthio)quinazoline-7-carbonitrile), S(O)(O)(=O)=O (sulfuric acid), C([O-])(O)=O.[Na+] (sodium bicarbonate). Solvent: O (water). Reaction conditions: temperature 65 celsius, time 1 hour. Yields the product FC(C1=NC2=CC(=CC=C2C(=N1)SC)C(=O)N)(C1=NC=C(C=C1)F)F (2-(difluoro(5-fluoropyridin-2-yl)methyl)-4-(methylthio)quinazoline-7-carboxamide). Yield: 98.0%. RXN SMILES: [F:1][C:2]([F:24])([C:17]1[CH:22]=[CH:21][C:20]([F:23])=[CH:19][N:18]=1)[C:3]1[N:12]=[C:11]([S:13][CH3:14])[C:10]2[C:5](=[CH:6][C:7]([C:15]#[N:16])=[CH:8][CH:9]=2)[N:4]=1.S(=O)(=O)(O)[OH:26].C(=O)(O)[O-].[Na+]>O>[F:24][C:2]([F:1])([C:17]1[CH:22]=[CH:21][C:20]([F:23])=[CH:19][N:18]=1)[C:3]1[N:12]=[C:11]([S:13][CH3:14])[C:10]2[C:5](=[CH:6][C:7]([C:15]([NH2:16])=[O:26])=[CH:8][CH:9]=2)[N:4]=1 |f:2.3|. Procedure: To 2-(difluoro(5-fluoropyridin-2-yl)methyl)-4-(methylthio)quinazoline-7-carbonitrile from Example 8 step A (174 mg, 0.5 mmol) were added concentrated sulfuric acid (2.88 mL) and water (0.32 mL). The mixture was stirred at 65° C. for 1 h and then allowed to cool to rt. The mixture was neutralized by slow addition of saturated aq sodium bicarbonate and then extracted with EtOAc. The organic layer was separated, washed with brine, dried over sodium sulfate, and concentrated under reduced pressure t... Yields the product FC=1C=C(C=C(C1)C(F)(F)F)[C@H](C)N([S@@](=O)C(C)(C)C)C ((S)-N-((S)-1-(3-fluoro-5-(trifluoromethyl)phenyl)ethyl)-N,2-dimethylpropane-2-sulfinamide). Yield: 74.1%. The reactants are FC=1C=C(C=C(C1)C(F)(F)F)[C@H](C)N[S@@](=O)C(C)(C)C ((S)-N-((S)-1-(3-fluoro-5-(trifluoromethyl)phenyl)ethyl)-2-methyl propane-2-sulfinamide), [Li+].C[Si](C)(C)[N-][Si](C)(C)C (LHMDS), CI (MeI). Solvent: C1CCOC1 (THF). Reported procedure: To a solution of (S)-N-((S)-1-(3-fluoro-5-(trifluoromethyl)phenyl)ethyl)-2-methyl propane-2-sulfinamide (350 mg, 1.12 mmol) in THF (10 mL) under N2 atmosphere, was dropwise added LHMDS (2.24 mL, 1 M in THF, 2.24 mmol) at −60° C. The reaction was stirred for 30 min at −60° C. followed by addition of MeI (240 mg, 1.69 mmol). The mixture was stirred at rt for another 3 h and quenched with water at 0° C. The resulting mixture was extracted with EtOAc (2×40 mL). The organic layers were dried over anh... As a reaction SMILES: [F:1][C:2]1[CH:3]=[C:4]([C@@H:12]([NH:14][S@:15]([C:17]([CH3:20])([CH3:19])[CH3:18])=[O:16])[CH3:13])[CH:5]=[C:6]([C:8]([F:11])([F:10])[F:9])[CH:7]=1.[Li+].[CH3:22][Si]([N-][Si](C)(C)C)(C)C.CI>C1COCC1>[F:1][C:2]1[CH:3]=[C:4]([C@@H:12]([N:14]([CH3:22])[S@:15]([C:17]([CH3:19])([CH3:18])[CH3:20])=[O:16])[CH3:13])[CH:5]=[C:6]([C:8]([F:11])([F:10])[F:9])[CH:7]=1 |f:1.2|. Conditions: temperature -60 celsius, time 30 minute. Run at temperature 70 celsius, time 16 hour. Reported procedure: In a separable flask, 100 g of ethylene glycol monoethyl ether, 78.6 g of 4-acetoxystyrene, 21.4 g of 4-tert-butoxystyrene, and 3.7 g of dimethyl-2,2′-azobis(2-methylpropionate) as a polymerization initiator were charged and, after replacing the atmosphere in the separable flask with nitrogen, the reaction was conducted at 80° C. for 16 hours. To this reaction solution, 5 g of 25% tetramethylammonium hydroxide was added, followed by heating at 70° C. for 5 hours. To remove low-molecular weight o... Reactants: C(C)OCCO (ethylene glycol monoethyl ether), C(C)(=O)OC1=CC=C(C=C)C=C1 (4-acetoxystyrene). Reagents/catalysts: C(C)(C)(C)OC1=CC=C(C=C)C=C1 (4-tert-butoxystyrene), COC(C(C)(C)N=NC(C(=O)OC)(C)C)=O (dimethyl-2,2′-azobis(2-methylpropionate)), [OH-].C[N+](C)(C)C (tetramethylammonium hydroxide). The yield is 624.5%. As a reaction SMILES: [CH2:1]([O:3]CCO)C.[C:7]([O:10][C:11]1[CH:18]=CC(C=C)=C[CH:12]=1)(=[O:9])[CH3:8]>C(OC1C=CC(C=C)=CC=1)(C)(C)C.COC(=O)C(N=NC(C)(C)C(OC)=O)(C)C.[OH-].C[N+](C)(C)C>[C:7]([O:10][CH:11]([CH3:18])[CH2:12][O:3][CH3:1])(=[O:9])[CH3:8] |f:4.5|. Product: C(C)(=O)OC(COC)C (propylene glycol monomethyl ether acetate). Starting materials: CCOC(C)=O, Nc1ccc(C(=O)N2Cc3cccn3Cc3ccccc32)cc1, O=C(Cl)C1CCCO1. The product is O=C(Nc1ccc(C(=O)N2Cc3cccn3Cc3ccccc32)cc1)C1CCCO1. Reaction SMILES: [CH3:32][CH2:33][O:34][C:35](=[O:36])[CH3:37].[NH2:1][c:2]1[cH:3][cH:4][c:5]([C:6](=[O:7])[N:8]2[CH2:9][c:10]3[n:11]([cH:19][cH:20][cH:21]3)[CH2:12][c:13]3[c:14]2[cH:15][cH:16][cH:17][cH:18]3)[cH:22][cH:23]1.[O:24]1[CH:25]([C:29](=[O:30])[Cl:31])[CH2:26][CH2:27][CH2:28]1>>[NH:1]([c:2]1[cH:3][cH:4][c:5]([C:6](=[O:7])[N:8]2[CH2:9][c:10]3[n:11]([cH:19][cH:20][cH:21]3)[CH2:12][c:13]3[c:14]2[cH:15][cH:16][cH:17][cH:18]3)[cH:22][cH:23]1)[C:29]([CH:25]1[O:24][CH2:28][CH2:27][CH2:26]1)=[O:30].